Dataset: the Open Reaction Database (ORD), a public repository of structured organic reaction records. Task: describe an organic reaction: reactants, conditions, products, and yield The reactants are CC(=O)CC(=O)OC(C)(C)C, COC(=O)C1CC(S(=O)(=O)c2ccc(F)cc2Cl)CN1. Reaction SMILES: [C:21]([CH2:22][C:23](=[O:24])[CH3:25])(=[O:26])[O:27][C:28]([CH3:29])([CH3:30])[CH3:31].[CH3:1][O:2][C:3](=[O:4])[CH:5]1[NH:6][CH2:7][CH:8]([S:10](=[O:11])(=[O:12])[c:13]2[c:14]([Cl:20])[cH:15][c:16]([F:19])[cH:17][cH:18]2)[CH2:9]1>>[CH3:1][O:2][C:3](=[O:4])[CH:5]1[N:6]([C:21]([CH2:22][C:23](=[O:24])[CH3:25])=[O:26])[CH2:7][CH:8]([S:10](=[O:11])(=[O:12])[c:13]2[c:14]([Cl:20])[cH:15][c:16]([F:19])[cH:17][cH:18]2)[CH2:9]1. The product is COC(=O)C1CC(S(=O)(=O)c2ccc(F)cc2Cl)CN1C(=O)CC(C)=O. The reactants are ClCCl, COc1cccc(C(=O)O)c1[N+](=O)[O-], Cc1ccccc1, ClP(Cl)(Cl)(Cl)Cl. Yields the product COc1cccc(C(=O)Cl)c1[N+](=O)[O-]. As a reaction SMILES: [CH2:28]([Cl:29])[Cl:30].[CH3:1][O:2][c:3]1[c:4]([N+:12](=[O:13])[O-:14])[c:5]([C:6](=[O:7])[OH:8])[cH:9][cH:10][cH:11]1.[CH3:21][c:22]1[cH:23][cH:24][cH:25][cH:26][cH:27]1.[Cl:15][P:16]([Cl:17])([Cl:18])([Cl:19])[Cl:20]>>[CH3:1][O:2][c:3]1[c:4]([N+:12](=[O:13])[O-:14])[c:5]([C:6](=[O:7])[Cl:15])[cH:9][cH:10][cH:11]1. Starting materials: COC(=O)CCn1cc(Cc2cccnc2)c2cc(CCNC(=O)OC(C)(C)C)ccc21, ClCCl, O=C(O)C(F)(F)F. Product: COC(=O)CCn1cc(Cc2cccnc2)c2cc(CCN)ccc21. Reaction SMILES: [C:8]([O:9][C:10](=[O:11])[NH:15][CH2:16][CH2:17][c:18]1[cH:19][c:20]2[c:21]([CH2:33][c:34]3[cH:35][n:36][cH:37][cH:38][cH:39]3)[cH:22][n:23]([CH2:27][CH2:28][C:29](=[O:30])[O:31][CH3:32])[c:24]2[cH:25][cH:26]1)([CH3:12])([CH3:13])[CH3:14].[Cl:40][CH2:41][Cl:42].[OH:1][C:2]([C:3]([F:4])([F:5])[F:6])=[O:7]>>[NH2:15][CH2:16][CH2:17][c:18]1[cH:19][c:20]2[c:21]([CH2:33][c:34]3[cH:35][n:36][cH:37][cH:38][cH:39]3)[cH:22][n:23]([CH2:27][CH2:28][C:29](=[O:30])[O:31][CH3:32])[c:24]2[cH:25][cH:26]1. The reactants are C(C1=CC=CC=C1)OC[C@@H](CC=1N(C=CN1)C(C1=CC=CC=C1)(C1=CC=CC=C1)C1=CC=CC=C1)O ((2R)-1-(benzyloxy)-3-(1-trityl-1H-imidazol-2-yl)-2-propanol). Run in CC(=O)C (acetone), Cl (hydrochloric acid), Cl (hydrochloric acid). Reaction conditions: temperature 50 celsius, time 1 hour. The product is C(C1=CC=CC=C1)OC[C@@H](CC=1NC=CN1)O ((2R)-1-(benzyloxy)-3-(1H-imidazol-2-yl)-2-propanol). Isolated yield 61.9%. Reaction SMILES: [CH2:1]([O:8][CH2:9][C@H:10]([OH:36])[CH2:11][C:12]1[N:13](C(C2C=CC=CC=2)(C2C=CC=CC=2)C2C=CC=CC=2)[CH:14]=[CH:15][N:16]=1)[C:2]1[CH:7]=[CH:6][CH:5]=[CH:4][CH:3]=1>CC(C)=O.Cl>[CH2:1]([O:8][CH2:9][C@H:10]([OH:36])[CH2:11][C:12]1[NH:13][CH:14]=[CH:15][N:16]=1)[C:2]1[CH:7]=[CH:6][CH:5]=[CH:4][CH:3]=1. Procedure: To a solution of (2R)-1-(benzyloxy)-3-(1-trityl-1H-imidazol-2-yl)-2-propanol (1.40 g) in acetone (8 ml), 1 N hydrochloric acid (8 ml) was added, followed by stirring at 50° C. for 1 hour. Additionally, 1 N hydrochloric acid (8 ml) was added, followed by stirring at 50° C. for 2 hours. After concentration and addition of water, the reaction mixture was twice washed with diethyl ether. After neutralization with aqueous sodium bicarbonate, the water layer was extracted with ethyl acetate and washed... Isolated yield 80.0%. RXN SMILES: C(N(S(F)(F)[F:7])CC)C.[C:10]([OH:18])(=O)[C:11]1[CH:16]=[CH:15][CH:14]=[CH:13][CH:12]=1.[F-].[Na+]>C(Cl)Cl>[C:10]([F:7])(=[O:18])[C:11]1[CH:16]=[CH:15][CH:14]=[CH:13][CH:12]=1 |f:2.3|. Procedure details: Diethylaminosulfur trifluoride, 2.5 ml (0.02 mole) was slowly added to a stirred solution of 2.44 g (0.02 mole) of benzoic acid in 20 ml methylene chloride cooled to 0°. Powdered sodium fluoride, 1 g, was added to remove the HF, and the reaction mixture was filtered. The filtrate was distilled to give 1.98 g (80%) of benzoyl fluoride as a colorless liquid, bp 50° (10 mm) (identified by its infrared spectrum). The reactants are C(C)N(CC)S(F)(F)F (Diethylaminosulfur trifluoride), C(C1=CC=CC=C1)(=O)O (benzoic acid), [F-].[Na+] (sodium fluoride). The product is C(C1=CC=CC=C1)(=O)F (benzoyl fluoride). The solvent is C(Cl)Cl (methylene chloride). Procedure details: A solution of 51 mg (0.25 mmol) 3-methoxy-4-(4-methyl-imidazol-1-yl)-phenylamine and of 53 mg (0.25 mmol) 1-(4-chloro-phenyl)-2-thiocyanato-ethanone in ethanol (1.25 ml) and dioxane (1.25 ml) was refluxed over night. After cooling to room temperature the solvent was evaporated under vacuo and the residue was purified on silica gel with methylene chloride/methanol 19/1 yielding 35 mg (35%) [4-(4-chloro-phenyl)-thiazol-2-yl]-[3-methoxy-4-(4-methyl-imidazol-1-yl)-phenyl]-amine as a yellow solid. MS... Solvent: C(C)O (ethanol), O1CCOCC1 (dioxane). Starting materials: COC=1C=C(C=CC1N1C=NC(=C1)C)N (3-methoxy-4-(4-methyl-imidazol-1-yl)-phenylamine), ClC1=CC=C(C=C1)C(CSC#N)=O (1-(4-chloro-phenyl)-2-thiocyanato-ethanone). The product is ClC1=CC=C(C=C1)C=1N=C(SC1)NC1=CC(=C(C=C1)N1C=NC(=C1)C)OC ([4-(4-Chloro-phenyl)-thiazol-2-yl]-[3-methoxy-4-(4-methyl-imidazol-1-yl)-phenyl]-amine). Reaction SMILES: [CH3:1][O:2][C:3]1[CH:4]=[C:5]([NH2:15])[CH:6]=[CH:7][C:8]=1[N:9]1[CH:13]=[C:12]([CH3:14])[N:11]=[CH:10]1.[Cl:16][C:17]1[CH:22]=[CH:21][C:20]([C:23](=O)[CH2:24][S:25][C:26]#[N:27])=[CH:19][CH:18]=1>C(O)C.O1CCOCC1>[Cl:16][C:17]1[CH:22]=[CH:21][C:20]([C:23]2[N:27]=[C:26]([NH:15][C:5]3[CH:6]=[CH:7][C:8]([N:9]4[CH:13]=[C:12]([CH3:14])[N:11]=[CH:10]4)=[C:3]([O:2][CH3:1])[CH:4]=3)[S:25][CH:24]=2)=[CH:19][CH:18]=1. The reactants are CC1(C(NC(N1CCNC1=NC=CC(=N1)C=1SC2=C(C1)C=C(C=C2)[N+](=O)[O-])=O)=O)C (5,5-Dimethyl-1-(2-(4-(5-nitrobenzothiophen-2-yl)pyrimidin-2-ylamino)ethyl)imidazo-lidine-2,4-dione), [H][H] (hydrogen). The reagents and catalysts are [Pd] (palladium on carbon). Solvent: CO (methanol). Product: CC1(C(NC(N1CCNC1=NC=CC(=N1)C=1SC2=C(C1)C=C(C=C2)N)=O)=O)C (5,5-Dimethyl-1-(2-(4-(5-aminobenzothiophen-2-yl)pyrimidin-2-ylamino)ethyl)imidazolidine-2,4-dione). Isolated yield 26.8%. Reaction SMILES: [CH3:1][C:2]1([CH3:30])[N:6]([CH2:7][CH2:8][NH:9][C:10]2[N:15]=[C:14]([C:16]3[S:17][C:18]4[CH:24]=[CH:23][C:22]([N+:25]([O-])=O)=[CH:21][C:19]=4[CH:20]=3)[CH:13]=[CH:12][N:11]=2)[C:5](=[O:28])[NH:4][C:3]1=[O:29].[H][H]>CO.[Pd]>[CH3:1][C:2]1([CH3:30])[N:6]([CH2:7][CH2:8][NH:9][C:10]2[N:15]=[C:14]([C:16]3[S:17][C:18]4[CH:24]=[CH:23][C:22]([NH2:25])=[CH:21][C:19]=4[CH:20]=3)[CH:13]=[CH:12][N:11]=2)[C:5](=[O:28])[NH:4][C:3]1=[O:29]. Reported procedure: 5,5-Dimethyl-1-(2-(4-(5-nitrobenzothiophen-2-yl)pyrimidin-2-ylamino)ethyl)imidazo-lidine-2,4-dione (1.2 g, 2.82 mmol) was suspended in methanol (120 mL), 20% palladium on carbon (120 mg) was added, and the mixture placed on a Parr shaker under 50 psi of hydrogen gas for a total of 7 days. The reaction mixture was filtered through a thick bed of celite and washed with methanol (5×50 mL) to give a bright yellow solution. The crude material was purified by flash chromatography (MeOH/DCM) to give th...